Dataset: the Open Reaction Database (ORD), a public repository of structured organic reaction records. Task: describe an organic reaction: reactants, conditions, products, and yield The reactants are Cl(=O)(=O)(=O)O (perchloric acid), [H][H] (hydrogen), C(C1=CC=CC=C1)OC=1C=C(C=CC1OCC1=CC=CC=C1)C(CCCCCCC(C)=O)=O (1-(3,4-dibenzyloxyphenyl)-1,8-nonanedione). The reagents and catalysts are [C].[Pd] (palladium-carbon). Run in C(C)O (ethanol). Product: OC=1C=C(C=CC1O)CCCCCCCC(C)=O (1-(3,4-dihydroxyphenyl)-8-nonanone). As a reaction SMILES: C([O:8][C:9]1[CH:10]=[C:11]([C:23](=O)[CH2:24][CH2:25][CH2:26][CH2:27][CH2:28][CH2:29][C:30](=[O:32])[CH3:31])[CH:12]=[CH:13][C:14]=1[O:15]CC1C=CC=CC=1)C1C=CC=CC=1.Cl(O)(=O)(=O)=O.[H][H]>C(O)C.[C].[Pd]>[OH:8][C:9]1[CH:10]=[C:11]([CH2:23][CH2:24][CH2:25][CH2:26][CH2:27][CH2:28][CH2:29][C:30](=[O:32])[CH3:31])[CH:12]=[CH:13][C:14]=1[OH:15] |f:4.5|. Reported procedure: Using 0.5 g of 10% palladium-carbon, 3.2 g of 1-(3,4-dibenzyloxyphenyl)-1,8-nonanedione was catalytically reduced in a mixture of 50 ml of ethanol and 1.5 ml of an aqueous 5% perchloric acid solution at room temperature and under atomospheric pressure until the absorption of hydrogen stopped. After the reaction was over, the catalyst was filtered off and the filtrate was concentrated under reduced pressure. The residue was applied to silica gel (50 ml) column chromatography and eluted with a mix... Starting materials: CC1CN(Cc2ccc(NS(=O)(=O)c3ccc(Nc4cccc(F)c4)nc3)cc2)CCN1C(=O)OC(C)(C)C, CC1CN(Cc2ccc(NS(=O)(=O)c3ccc(Nc4ccc(F)cc4)nc3)cc2)CCN1. Product: CC1CN(Cc2ccc(NS(=O)(=O)c3ccc(Nc4cccc(F)c4)nc3)cc2)CCN1. As a reaction SMILES: [F:1][c:2]1[cH:3][c:4]([NH:8][c:9]2[cH:10][cH:11][c:12]([S:15](=[O:16])(=[O:17])[NH:18][c:19]3[cH:20][cH:21][c:22]([CH2:25][N:26]4[CH2:27][CH:28]([CH3:39])[N:29]([C:32]([O:33][C:34]([CH3:35])([CH3:36])[CH3:37])=[O:38])[CH2:30][CH2:31]4)[cH:23][cH:24]3)[cH:13][n:14]2)[cH:5][cH:6][cH:7]1.[F:40][c:41]1[cH:42][cH:43][c:44]([NH:45][c:46]2[n:47][cH:48][c:49]([S:50]([NH:51][c:52]3[cH:53][cH:54][c:55]([CH2:56][N:57]4[CH2:58][CH2:59][NH:60][CH:61]([CH3:62])[CH2:63]4)[cH:64][cH:65]3)(=[O:66])=[O:67])[cH:68][cH:69]2)[cH:70][cH:71]1>>[F:1][c:2]1[cH:3][c:4]([NH:8][c:9]2[cH:10][cH:11][c:12]([S:15](=[O:16])(=[O:17])[NH:18][c:19]3[cH:20][cH:21][c:22]([CH2:25][N:26]4[CH2:27][CH:28]([CH3:39])[NH:29][CH2:30][CH2:31]4)[cH:23][cH:24]3)[cH:13][n:14]2)[cH:5][cH:6][cH:7]1. Reactants: ClC1=NC=CC(=C1)C(C)=O (1-(2-chloropyridin-4-yl)ethanone), B([C@H]1C[C@@H]2C[C@H]([C@@H]1C)C2(C)C)([C@H]3C[C@@H]4C[C@H]([C@@H]3C)C4(C)C)Cl ((+)-DIP-chloride). Run in O1CCCC1 (tetrahydrofuran), O1CCCC1 (tetrahydrofuran). Reaction conditions: time 8 hour. Yields the product ClC1=NC=CC(=C1)[C@@H](C)O ((R)-1-(2-chloropyridin-4-yl)ethanol). Isolated yield 52.8%. Reaction SMILES: [Cl:1][C:2]1[CH:7]=[C:6]([C:8](=[O:10])[CH3:9])[CH:5]=[CH:4][N:3]=1.B(Cl)([C@@H]1[C@@H](C)[C@@H]2C(C)(C)[C@@H](C2)C1)[C@@H]1[C@@H](C)[C@@H]2C(C)(C)[C@@H](C2)C1>O1CCCC1>[Cl:1][C:2]1[CH:7]=[C:6]([C@H:8]([OH:10])[CH3:9])[CH:5]=[CH:4][N:3]=1. Procedure: A solution of 1-(2-chloropyridin-4-yl)ethanone (7.18 g) in tetrahydrofuran (10 mL) was added dropwise to a solution of (+)-DIP-chloride (19.2 g) in tetrahydrofuran (340 mL) at −20° C., and the reaction solution was stirred at the same temperature overnight. The reaction solution was returned to room temperature, and the solvent was evaporated under reduced pressure. The residue was diluted with an ether, diethanolamine (12.1 g) was added to the diluent, and the reaction solution was stirred at r... The reactants are CO (methanol), C1(=CC=C(C=C1)S(=O)(=O)O)C (p-toluenesulfonic acid), acetal, [OH-].[Na+] (sodium hydroxide), C(C)C(C=O)CC (2-ethylbutyraldehyde). Run in C1CCCCC1 (cyclohexane), O (water). Conditions: time 5 minute. The product is COC(C(CC)CC)OC (2-ethylbutyraldehyde dimethyl acetal). As a reaction SMILES: [CH3:1][OH:2].[C:3]1([CH3:13])[CH:8]=[CH:7]C(S(O)(=O)=O)=[CH:5][CH:4]=1.C(C(CC)[CH:17]=[O:18])C.[OH-].[Na+]>O.C1CCCCC1>[CH3:1][O:2][CH:13]([O:18][CH3:17])[CH:3]([CH2:8][CH3:7])[CH2:4][CH3:5] |f:3.4|. Procedure details: 417.3 g of methanol, 1625 g of cyclohexane, and 6.2 g of p-toluenesulfonic acid are placed in a 4 liter three-necked flask fitted with a stirrer, dropping funnel, reflux condenser, and internal thermometer. 651.3 g of 2-ethylbutyraldehyde is added with stirring over a 5 minute period. Owing to the acetal formation which starts spontaneously, the internal temperature rises to about 32° C. The mixture is allowed to react at 40° C. for 30 minutes, a pH of 7.0 is then established in the reaction mix... The reactants are N1N=CN=C1 (1,2,4-triazole), [Na] (sodium), ClC1=C(C=CC(=C1)Cl)CC(C)(C)C1(OC1)CN1N=CN=C1 (2-(2,4-dichlorophenyl-tert.-butyl)-2-(1,2,4-triazol-1-ylmethyl)oxirane), O (water). Solvent: C(CC)O (n-propanol), C(CC)O (n-propanol). Product: ClC1=C(C=CC(=C1)Cl)CC(C(CN1N=CN=C1)(O)CN1N=CN=C1)(C)C (4-(2,4-dichlorophenyl)-3,3-dimethyl-2-(1,2,4-triazol-1-ylmethyl)-1-(1,2,4-triazol-1-yl)-2-butanol). Isolated yield 18.8%. Reaction SMILES: [NH:1]1[CH:5]=[N:4][CH:3]=[N:2]1.[Na].[Cl:7][C:8]1[CH:13]=[C:12]([Cl:14])[CH:11]=[CH:10][C:9]=1[CH2:15][C:16]([C:19]1([CH2:22][N:23]2[CH:27]=[N:26][CH:25]=[N:24]2)[CH2:21][O:20]1)([CH3:18])[CH3:17].O>C(O)CC>[Cl:7][C:8]1[CH:13]=[C:12]([Cl:14])[CH:11]=[CH:10][C:9]=1[CH2:15][C:16]([CH3:18])([CH3:17])[C:19]([CH2:22][N:23]1[CH:27]=[N:26][CH:25]=[N:24]1)([OH:20])[CH2:21][N:1]1[CH:5]=[N:4][CH:3]=[N:2]1 |^1:5|. Procedure details: 3.7 g (52.6 mmol) of 1,2,4-triazole are added, with stirring, to a solution of 0.11 g (47 mmol) of sodium in 30 ml of n-propanol at room temperature. The mixture is heated to reflux temperature and a solution of 15.4 g (47 mmol) of 2-(2,4-dichlorophenyl-tert.-butyl)-2-(1,2,4-triazol-1-ylmethyl)oxirane in 20 ml of n-propanol is added. The reaction mixture is heated under reflux for 15 hours, then cooled and added to water. The mixture is extracted with methylenechloride, and the organic phase is ... Yields the product COC(CNC(=S)NCc1ccc(F)cc1)OC. The reactants are NCc1ccc(F)cc1, COC(CN=C=S)OC, C1CCOC1. As a reaction SMILES: [F:10][c:11]1[cH:12][cH:13][c:14]([CH2:17][NH2:18])[cH:15][cH:16]1.[N:1](=[C:2]=[S:3])[CH2:4][CH:5]([O:6][CH3:7])[O:8][CH3:9].[O:19]1[CH2:20][CH2:21][CH2:22][CH2:23]1>>[NH:1]([C:2](=[S:3])[NH:18][CH2:17][c:14]1[cH:13][cH:12][c:11]([F:10])[cH:16][cH:15]1)[CH2:4][CH:5]([O:6][CH3:7])[O:8][CH3:9].